Dataset: the Open Reaction Database (ORD), a public repository of structured organic reaction records. Task: describe an organic reaction: reactants, conditions, products, and yield Starting materials: OCCC1=C(N=C2N(C1=O)C=CC=C2OC)C (3-(2-hydroxyethyl)-9-methoxy-2-methyl-4H-pyrido[1,2-a]pyrimidin-4-one), [H][H] (hydrogen). Reagents/catalysts: [Pd] (palladium on activated carbon). Run in CO (methanol). Yields the product OCCC1=C(N=C2N(C1=O)CCCC2OC)C ((±)-6,7,8,9-tetrahydro-3-(2-hydroxyethyl)-9-methoxy-2-methyl-4H-pyrido[1,2-a]-pyrimidin-4-one). Yield: 70.2%. Reaction SMILES: [OH:1][CH2:2][CH2:3][C:4]1[C:9](=[O:10])[N:8]2[CH:11]=[CH:12][CH:13]=[C:14]([O:15][CH3:16])[C:7]2=[N:6][C:5]=1[CH3:17].[H][H]>CO.[Pd]>[OH:1][CH2:2][CH2:3][C:4]1[C:9](=[O:10])[N:8]2[CH2:11][CH2:12][CH2:13][CH:14]([O:15][CH3:16])[C:7]2=[N:6][C:5]=1[CH3:17]. Reported procedure: A mixture of intermediate 10 (14 g) in methanol (250 ml) was hydrogenated at 50° C. with palladium on activated carbon (10%) (2 g) as a catalyst. After uptake of hydrogen (2 eq.), the catalyst was filtered off. The filtrate was evaporated and the residue was purified by column chromatography over silica gel (eluent: CH2Cl2 /CH3OH 95/5). The pure fractions were collected and the solvent was evaporated, yielding 10 g (71%) of (±)-6,7,8,9-tetrahydro-3-(2-hydroxyethyl)-9-methoxy-2-methyl-4H-pyrido[1... The reactants are NCCN1CCOCC1 (N-(2-aminoethyl)morpholine), C(C)(=O)O[BH-](OC(C)=O)OC(C)=O.[Na+] (sodium triacetoxyborohydride), NC1=C2C(=NC=N1)N(N=C2C2=CC(=C(C=C2)NC(C2=C(C=C(C=C2)C(F)(F)F)F)=O)OC)C2=CC=C(C=C2)C=O (N1-{4-[4-amino-1-(4-formylphenyl)-1H-pyrazolo[3,4-d]pyrimidin-3-yl]-2-methoxyphenyl}-2-fluoro-4-(trifluoromethyl)benzamide), NC1=C2C(=NC=N1)N(N=C2C2=CC(=C(C=C2)NC(C2=C(C=C(C=C2)C(F)(F)F)F)=O)OC)C2=CC=C(C=C2)C=O (N1-{4-[4-amino-1-(4-formylphenyl)-1H-pyrazolo[3,4-d]pyrimidin-3-yl]-2-methoxyphenyl}-2-fluoro-4-(trifluoromethyl)benzamide), NCCN1CCOCC1 (N-(2-aminoethyl)morpholine), C(C)(=O)O[BH-](OC(C)=O)OC(C)=O.[Na+] (sodium triacetoxyborohydride), [OH-].[Na+] (NaOH). The solvent is ClC(C)Cl (dichloroethane). Conditions: time 16 hour. The product is NC1=C2C(=NC=N1)N(N=C2C2=CC(=C(C=C2)NC(C2=C(C=C(C=C2)C(F)(F)F)F)=O)OC)C2=CC=C(C=C2)CNCCN2CCOCC2 (N1-{4-[4-amino-1-(4-{[(2-morpholinoethyl)amino]methyl}phenyl)-1H-pyrazolo[3,4-d]pyrimidin-3-yl]-2-methoxyphenyl}-2-fluoro-4-(trifluoromethyl)benzamide). RXN SMILES: [NH2:1][C:2]1[N:7]=[CH:6][N:5]=[C:4]2[N:8]([C:33]3[CH:38]=[CH:37][C:36]([CH:39]=O)=[CH:35][CH:34]=3)[N:9]=[C:10]([C:11]3[CH:16]=[CH:15][C:14]([NH:17][C:18](=[O:30])[C:19]4[CH:24]=[CH:23][C:22]([C:25]([F:28])([F:27])[F:26])=[CH:21][C:20]=4[F:29])=[C:13]([O:31][CH3:32])[CH:12]=3)[C:3]=12.[NH2:41][CH2:42][CH2:43][N:44]1[CH2:49][CH2:48][O:47][CH2:46][CH2:45]1.C(O[BH-](OC(=O)C)OC(=O)C)(=O)C.[Na+].[OH-].[Na+]>ClC(Cl)C>[NH2:1][C:2]1[N:7]=[CH:6][N:5]=[C:4]2[N:8]([C:33]3[CH:34]=[CH:35][C:36]([CH2:39][NH:41][CH2:42][CH2:43][N:44]4[CH2:49][CH2:48][O:47][CH2:46][CH2:45]4)=[CH:37][CH:38]=3)[N:9]=[C:10]([C:11]3[CH:16]=[CH:15][C:14]([NH:17][C:18](=[O:30])[C:19]4[CH:24]=[CH:23][C:22]([C:25]([F:27])([F:28])[F:26])=[CH:21][C:20]=4[F:29])=[C:13]([O:31][CH3:32])[CH:12]=3)[C:3]=12 |f:2.3,4.5|. Procedure: A mixture of N1-{4-[4-amino-1-(4-formylphenyl)-1H-pyrazolo[3,4-d]pyrimidin-3-yl]-2-methoxyphenyl}-2-fluoro-4-(trifluoromethyl)benzamide (Intermediate 2) (0.075 g, 0.14 mmol), N-(2-aminoethyl)morpholine (0.035 g, 0.27 mmol), and sodium triacetoxyborohydride (0.087 g, 0.41 mmol) in dichloroethane (1.4 mL) was shaken for 16 h at room temperature. Additiona portions of 1 N-(2-aminoethyl)morpholine (0.030 mL, 0.23 mmol) and sodium triacetoxyborohydride (0.087 g, 0.41 mmol) were added and the reaction... Reactants: CCOc1cc(CO)cc(CO)c1, ClCCl, O=[Mn]=O. The product is CCOc1cc(C=O)cc(CO)c1. RXN SMILES: [CH2:1]([CH3:2])[O:3][c:4]1[cH:5][c:6]([CH2:12][OH:13])[cH:7][c:8]([CH2:10][OH:11])[cH:9]1.[Cl:14][CH2:15][Cl:16].[O:17]=[Mn:18]=[O:19]>>[CH2:1]([CH3:2])[O:3][c:4]1[cH:5][c:6]([CH:12]=[O:13])[cH:7][c:8]([CH2:10][OH:11])[cH:9]1. The reactants are COC1=CC=C(C(=O)C=2C=C(N3C=CC=CC23)CCCC(=O)OCC)C=C1 (ethyl 4-[1-(4-methoxybenzoyl)-indolizin-3-yl]butyrate), C(C)S (ethanethiol), [Cl-].[Al+3].[Cl-].[Cl-] (aluminum chloride). Solvent: ClCCl (dichloromethane). Reaction conditions: temperature 0 celsius, time 10 minute. Product: OC1=CC=C(C(=O)C=2C=C(N3C=CC=CC23)CCCC(=O)OCC)C=C1 (ethyl 4-[1-(4-hydroxybenzoyl)indolizin-3-yl]butyrate). The yield is 55.9%. As a reaction SMILES: C[O:2][C:3]1[CH:27]=[CH:26][C:6]([C:7]([C:9]2[CH:10]=[C:11]([CH2:18][CH2:19][CH2:20][C:21]([O:23][CH2:24][CH3:25])=[O:22])[N:12]3[C:17]=2[CH:16]=[CH:15][CH:14]=[CH:13]3)=[O:8])=[CH:5][CH:4]=1.C(S)C.[Cl-].[Al+3].[Cl-].[Cl-]>ClCCl>[OH:2][C:3]1[CH:4]=[CH:5][C:6]([C:7]([C:9]2[CH:10]=[C:11]([CH2:18][CH2:19][CH2:20][C:21]([O:23][CH2:24][CH3:25])=[O:22])[N:12]3[C:17]=2[CH:16]=[CH:15][CH:14]=[CH:13]3)=[O:8])=[CH:26][CH:27]=1 |f:2.3.4.5|. Procedure details: To a mixture of ethyl 4-[1-(4-methoxybenzoyl)-indolizin-3-yl]butyrate (640 mg) and ethanethiol (2.5 ml) in dichloromethane (8 ml) was added aluminum chloride (700 mg) at 0° C. After stirred at 0° C. for 10 minutes, the solvent was evaporated and the residue was poured into a mixture of ethyl acetate and ice-water. The organic layer was separated, washed with aqueous sodium bicarbonate and brine, dried over magnesium sulfate and evaporated. The residue was chromatographed on silica gel column elu...